Dataset: the Open Reaction Database (ORD), a public repository of structured organic reaction records. Task: describe an organic reaction: reactants, conditions, products, and yield Reactants: [H-].[Na+] (sodium hydride), Cl (hydrochloric acid), C(C)(C)S(=O)(=O)N (isopropylsulfonamide), FC=1C=C(C(=O)C2=CC=CC=C2)C=CC1[N+](=O)[O-] (3-fluoro-4-nitrobenzophenone). Solvent: CS(=O)C (DMSO), CS(=O)C (dimethylsulfoxide). Product: C(C)(C)S(=O)(=O)NC=1C=C(C(=O)C2=CC=CC=C2)C=CC1[N+](=O)[O-] (3-(isopropylsulfonyl)amino-4-nitrobenzophenone). Yield: 95.0%. As a reaction SMILES: [H-].[Na+].[CH:3]([S:6]([NH2:9])(=[O:8])=[O:7])([CH3:5])[CH3:4].F[C:11]1[CH:12]=[C:13]([CH:22]=[CH:23][C:24]=1[N+:25]([O-:27])=[O:26])[C:14]([C:16]1[CH:21]=[CH:20][CH:19]=[CH:18][CH:17]=1)=[O:15].Cl>CS(C)=O>[CH:3]([S:6]([NH:9][C:11]1[CH:12]=[C:13]([CH:22]=[CH:23][C:24]=1[N+:25]([O-:27])=[O:26])[C:14]([C:16]1[CH:21]=[CH:20][CH:19]=[CH:18][CH:17]=1)=[O:15])(=[O:8])=[O:7])([CH3:5])[CH3:4] |f:0.1|. Reported procedure: To 50 ml. of dimethylsulfoxide (DMSO) was added 1.01 g. (0.021 m.) of 50% sodium hydride in oil. After the initial gas evolution ceased, 2.53 g. (0.0206 m.) of isopropylsulfonamide [prepared according to Duguet, Rec. Trav. Chim., 25, 215 (1906)]was added. The mixture was stirred under a calcium chloride drying tube for ten minutes after which time 4.90 g. (0.020 m.) of 3-fluoro-4-nitrobenzophenone was added, followed by 20 ml. of DMSO. After stirring for five hours at room temperature, the react... The reactants are BrCC1=CC=C(C=C1)C(C(C)(C)C)=O (α-bromo-p-pivaloyl toluene), ice water, CN(C=O)C (dimethylformamide), O.O.O.O.O.O.O.O.O.[S-2].[Na+].[Na+] (sodium sulfide nonahydrate). Run in O (water). Yields the product S(CC1=CC=C(C=C1)C(C(C)(C)C)=O)CC1=CC=C(C=C1)C(C(C)(C)C)=O (4',4'"-(thiodimethylene) bis(pivalophenone)). As a reaction SMILES: Br[CH2:2][C:3]1[CH:8]=[CH:7][C:6]([C:9](=[O:14])[C:10]([CH3:13])([CH3:12])[CH3:11])=[CH:5][CH:4]=1.CN(C)[CH:17]=[O:18].O.O.O.O.O.O.O.O.O.[S-2:29].[Na+].[Na+]>O>[S:29]([CH2:2][C:3]1[CH:4]=[CH:5][C:6]([C:17](=[O:18])[C:10]([CH3:12])([CH3:11])[CH3:9])=[CH:7][CH:8]=1)[CH2:2][C:3]1[CH:8]=[CH:7][C:6]([C:9](=[O:14])[C:10]([CH3:13])([CH3:12])[CH3:11])=[CH:5][CH:4]=1 |f:2.3.4.5.6.7.8.9.10.11.12.13|. Procedure details: A solution of 20.0 g. (0.078 mole) of α-bromo-p-pivaloyl toluene in 40 ml. dimethylformamide is warmed to 50° C. and treated dropwise with 9.4 g. (0.0392 mole) of sodium sulfide nonahydrate in 11 ml. water for about 15 minutes. The resulting solution is refluxed for 18 hours, cooled and poured onto 1 liter of ice/water. The aqueous solution is extracted twice with ether and the ether washed with water and saturated sodium chloride solution, dried over anhydrous magnesium sulfate and evaporated. ...